Dataset: the Open Reaction Database (ORD), a public repository of structured organic reaction records. Task: describe an organic reaction: reactants, conditions, products, and yield The reactants are ClC(Cl)Cl, CCOc1cc(-n2nc(C)cc2C)c(F)cc1Cl, O=S(=O)(Cl)Cl. Yields the product CCOc1cc(-n2nc(C)c(Cl)c2C)c(F)cc1Cl. Reaction SMILES: [CH:24]([Cl:25])([Cl:26])[Cl:27].[F:1][c:2]1[c:3](-[n:12]2[n:13][c:14]([CH3:18])[cH:15][c:16]2[CH3:17])[cH:4][c:5]([O:9][CH2:10][CH3:11])[c:6]([Cl:8])[cH:7]1.[S:19]([Cl:20])(=[O:21])([Cl:22])=[O:23]>>[F:1][c:2]1[c:3](-[n:12]2[n:13][c:14]([CH3:18])[c:15]([Cl:22])[c:16]2[CH3:17])[cH:4][c:5]([O:9][CH2:10][CH3:11])[c:6]([Cl:8])[cH:7]1. Reactants: ClC1=CC=C(C=C1)N1C(=NC(=CC1=O)C(F)(F)F)S(=O)(=O)C (3-(4-Chlorophenyl)-3,4-dihydro-2-methanesulfonyl-6-trifluoromethylpyrimidin-4-one), [N-]=[N+]=[N-].[Na+] (sodium azide). Run in [Cl-].[Na+].O (brine), C(C)#N (acetonitrile), CCOCC (ether). Conditions: time 30 minute. Product: ClC1=CC=C(C=C1)N1C=2N(C(=CC1=O)C(F)(F)F)N=NN2 (4-(4-chlorophenyl)-4,5-dihydro-7-trifluoromethyl -tetrazolo[1,5-a]pyrimidin-5-one). As a reaction SMILES: [Cl:1][C:2]1[CH:7]=[CH:6][C:5]([N:8]2[C:13](=[O:14])[CH:12]=[C:11]([C:15]([F:18])([F:17])[F:16])[N:10]=[C:9]2S(C)(=O)=O)=[CH:4][CH:3]=1.[N-:23]=[N+:24]=[N-:25].[Na+]>C(#N)C.CCOCC.[Cl-].[Na+].O>[Cl:1][C:2]1[CH:7]=[CH:6][C:5]([N:8]2[C:13](=[O:14])[CH:12]=[C:11]([C:15]([F:18])([F:17])[F:16])[N:10]3[N:23]=[N:24][N:25]=[C:9]23)=[CH:4][CH:3]=1 |f:1.2,5.6.7|. Procedure details: 3-(4-Chlorophenyl)-3,4-dihydro-2-methanesulfonyl-6-trifluoromethylpyrimidin-4-one (1.1 g) was dissolved in a mixture of acetonitrile (20 ml) with ether (20 ml) and was added with sodium azide (0.24 g) under ice-cooled condition. The thus obtained mixture was stirred for 30 minutes at room temperature and was added with saturated brine (50 ml). The mixture was extracted with ether and then dried on anhydrous magnesium sulfate followed by distilling off the solvent under reduced pressure. The resi... The reactants are [Al+3].[Cl-].[Cl-].[Cl-] (AlCl3), [H-].[H-].[H-].[H-].[Li+].[Al+3] (LiAlH4), [H-] (hydride), BrC1=CC2=C(OCC3=C(C2C#N)C=CC=C3)C=C1 (2-bromo-11-cyano-6,11-dihydrodibenz[b,e]oxepin), [C@@H]([C@H](C(=O)[O-])O)(C(=O)[O-])O.[Na+].[K+] (Rochelle Salt). Solvent: CCOCC (ether), CCOCC (ether), CCOCC (ether), CCOCC (ether), O (Water). Conditions: time 5 minute. Yields the product NCC1C2=C(OCC3=C1C=CC=C3)C=CC(=C2)Br (11-aminomethyl-2-bromo-6,11-dihydrodibenz[b,e]oxepin). Isolated yield 48.9%. RXN SMILES: [Al+3].[Cl-].[Cl-].[Cl-].[H-].[H-].[H-].[H-].[Li+].[Al+3].[Br:11][C:12]1[CH:28]=[CH:27][C:15]2[O:16][CH2:17][C:18]3[CH:26]=[CH:25][CH:24]=[CH:23][C:19]=3[CH:20]([C:21]#[N:22])[C:14]=2[CH:13]=1.[H-].[C@H](O)(C([O-])=O)[C@@H](O)C([O-])=O.[Na+].[K+]>CCOCC.O>[NH2:22][CH2:21][CH:20]1[C:19]2[CH:23]=[CH:24][CH:25]=[CH:26][C:18]=2[CH2:17][O:16][C:15]2[CH:27]=[CH:28][C:12]([Br:11])=[CH:13][C:14]1=2 |f:0.1.2.3,4.5.6.7.8.9,12.13.14|. Procedure details: A solution of AlCl3 (1.0 g, 7.5 mmol) in dry ether (10 ml) was added rapidly to a solution of LiAlH4 (0.5 g, 13.2 mmol) in dry ether (13 ml). After 5 minutes, a suspension of 2-bromo-11-cyano-6,11-dihydrodibenz[b,e]oxepin (2.0 g, 6.7 mmol) in dry ether (100 ml) was added to the mixture of hydride. The reaction mixture was stirred for 4.5 hours. Water and Rochelle Salt were added to the reaction mixture. The mixture was poured into ether. The organic layer was dried (MgSO4) and concentrated. The ... Starting materials: CC(C)(C)OC(=O)N1CCN2C(=O)COCC2C1, ClCCl, O=C(O)C(F)(F)F. The product is O=C1COCC2CNCCN12. RXN SMILES: [C:1]([O:2][C:3](=[O:4])[N:8]1[CH2:9][CH:10]2[CH2:11][O:12][CH2:13][C:14](=[O:18])[N:15]2[CH2:16][CH2:17]1)([CH3:5])([CH3:6])[CH3:7].[Cl:26][CH2:27][Cl:28].[F:19][C:20]([F:21])([F:22])[C:23]([OH:24])=[O:25]>>[NH:8]1[CH2:9][CH:10]2[CH2:11][O:12][CH2:13][C:14](=[O:18])[N:15]2[CH2:16][CH2:17]1. The reactants are NC1=CC2=C(CCN(CC2)CCO)C=C1OC (2-(7-Amino-8-methoxy-1,2,4,5-tetrahydro-3-benzazepin-3-yl)-ethanol), ClC1=NC=C(C(=N1)NC1=C(C=CC=C1)S(=O)(=O)N1C[C@H](CC1)C)Cl ((2,5-Dichloro-pyrimidin-4-yl)-[2-((S)-3-methyl-pyrrolidine-1-sulfonyl)-phenyl]-amine). The product is ClC=1C(=NC(=NC1)NC1=CC2=C(CCN(CC2)CCO)C=C1OC)NC1=C(C=CC=C1)S(=O)(=O)N1C[C@H](CC1)C (2-(7-{5-Chloro-4-[2-((S)-3-methyl-pyrrolidine-1-sulfonyl)-phenylamino]-pyrimidin-2-ylamino}-8-methoxy-1,2,4,5-tetrahydro-benzo[d]azepin-3-yl)-ethanol), foam. Isolated yield 29.0%. As a reaction SMILES: [NH2:1][C:2]1[C:15]([O:16][CH3:17])=[CH:14][C:5]2[CH2:6][CH2:7][N:8]([CH2:11][CH2:12][OH:13])[CH2:9][CH2:10][C:4]=2[CH:3]=1.Cl[C:19]1[N:24]=[C:23]([NH:25][C:26]2[CH:31]=[CH:30][CH:29]=[CH:28][C:27]=2[S:32]([N:35]2[CH2:39][CH2:38][C@H:37]([CH3:40])[CH2:36]2)(=[O:34])=[O:33])[C:22]([Cl:41])=[CH:21][N:20]=1>>[Cl:41][C:22]1[C:23]([NH:25][C:26]2[CH:31]=[CH:30][CH:29]=[CH:28][C:27]=2[S:32]([N:35]2[CH2:39][CH2:38][C@H:37]([CH3:40])[CH2:36]2)(=[O:34])=[O:33])=[N:24][C:19]([NH:1][C:2]2[C:15]([O:16][CH3:17])=[CH:14][C:5]3[CH2:6][CH2:7][N:8]([CH2:11][CH2:12][OH:13])[CH2:9][CH2:10][C:4]=3[CH:3]=2)=[N:20][CH:21]=1. Procedure details: The title compound was prepared from 2-(7-Amino-8-methoxy-1,2,4,5-tetrahydro-3-benzazepin-3-yl)-ethanol and (2,5-Dichloro-pyrimidin-4-yl)-[2-((S)-3-methyl-pyrrolidine-1-sulfonyl)-phenyl]-amine in an analogous manner to Example 61e. Product isolated as an off-white foam (0.035 g, 29%). MP: 65-85° C. 1HNMR (400 MHz, CDCl3, δ, ppm): 9.37 (s, 1H), 8.49 (d, J=8.3 Hz, 1H), 8.15 (s, 1H), 8.01 (s, 1H), 7.94 (dd, J=8.0 Hz and 1.4 Hz, 1H), 7.57-7.50 (m, 2H), 7.25-7.20 (m, 1H), 6.65 (s, 1H), 3.87 (s, 3H), ... Starting materials: O=C([O-])O, C1CSCCN1, CCN=C=NCCCN(C)C, CN(C)C=O, Cl, O=C(O)CN1CCN(C(=O)c2cc(C(F)(F)F)cc(C(F)(F)F)c2)C(Cc2c[nH]c3ccccc23)C1, [Na+], On1nnc2ccccc21. The product is O=C(CN1CCN(C(=O)c2cc(C(F)(F)F)cc(C(F)(F)F)c2)C(Cc2c[nH]c3ccccc23)C1)N1CCSCC1. RXN SMILES: [C:65](=[O:66])([OH:67])[O-:68].[CH2:37]1[CH2:38][S:39][CH2:40][CH2:41][NH:42]1.[CH3:44][N:45]([CH3:46])[CH2:47][CH2:48][CH2:49][N:50]=[C:51]=[N:52][CH2:53][CH3:54].[CH3:70][N:71]([CH3:72])[CH:73]=[O:74].[ClH:43].[F:1][C:2]([c:3]1[cH:4][c:5]([C:6](=[O:7])[N:8]2[CH:9]([CH2:18][c:19]3[cH:20][nH:21][c:22]4[cH:23][cH:24][cH:25][cH:26][c:27]34)[CH2:10][N:11]([CH2:14][C:15](=[O:16])[OH:17])[CH2:12][CH2:13]2)[cH:28][c:29]([C:31]([F:32])([F:33])[F:34])[cH:30]1)([F:35])[F:36].[Na+:69].[OH:55][n:56]1[c:57]2[cH:58][cH:59][cH:60][cH:61][c:62]2[n:63][n:64]1>>[F:1][C:2]([c:3]1[cH:4][c:5]([C:6](=[O:7])[N:8]2[CH:9]([CH2:18][c:19]3[cH:20][nH:21][c:22]4[cH:23][cH:24][cH:25][cH:26][c:27]34)[CH2:10][N:11]([CH2:14][C:15](=[O:16])[N:42]3[CH2:37][CH2:38][S:39][CH2:40][CH2:41]3)[CH2:12][CH2:13]2)[cH:28][c:29]([C:31]([F:32])([F:33])[F:34])[cH:30]1)([F:35])[F:36].